Dataset: the Open Reaction Database (ORD), a public repository of structured organic reaction records. Task: describe an organic reaction: reactants, conditions, products, and yield Starting materials: CN(C)C=O, CCOC(C)=O, Fc1cc(F)cc(Oc2ccc(OCCCBr)cc2)c1, [H-], [Na+], c1cn[nH]c1. The product is Fc1cc(F)cc(Oc2ccc(OCCCn3cccn3)cc2)c1. RXN SMILES: [CH3:28][N:29]([CH3:30])[CH:31]=[O:32].[CH3:33][CH2:34][O:35][C:36](=[O:37])[CH3:38].[F:8][c:9]1[cH:10][c:11]([O:12][c:13]2[cH:14][cH:15][c:16]([O:17][CH2:18][CH2:19][CH2:20][Br:21])[cH:22][cH:23]2)[cH:24][c:25]([F:27])[cH:26]1.[H-:1].[Na+:2].[nH:3]1[n:4][cH:5][cH:6][cH:7]1>>[n:3]1([CH2:20][CH2:19][CH2:18][O:17][c:16]2[cH:15][cH:14][c:13]([O:12][c:11]3[cH:10][c:9]([F:8])[cH:26][c:25]([F:27])[cH:24]3)[cH:23][cH:22]2)[n:4][cH:5][cH:6][cH:7]1. Starting materials: BrC=1C(C2=CC(=CC=C2C1C1=CC(=CC(=C1)F)F)O)=O (2-Bromo-3-(3,5-difluorophenyl)-6-hydroxy-1H-inden-1-one), BrC=1C(C2=CC(=CC=C2C1C1=CC=CC=C1)O)=O (2-bromo-6-hydroxy-3-phenyl-1H-inden-1-one), CS(=O)(=O)N1CCN(CC1)CCO (2-(4-(methylsulfonyl)piperazin-1-yl)ethanol). Run at time 4 day. Yields the product BrC=1C(C2=CC(=CC=C2C1C1=CC(=CC(=C1)F)F)OCCN1CCN(CC1)S(=O)(=O)C)=O (2-Bromo-3-(3,5-difluorophenyl)-6-[2-(4-(methylsulfonyl)piperazin-1-yl)ethoxy]-1H-inden-1-one). Isolated yield 99.0%. RXN SMILES: [Br:1][C:2]1[C:3](=[O:20])[C:4]2[C:9]([C:10]=1[C:11]1[CH:16]=[C:15]([F:17])[CH:14]=[C:13]([F:18])[CH:12]=1)=[CH:8][CH:7]=[C:6]([OH:19])[CH:5]=2.BrC1C(=O)C2C(C=1C1C=CC=CC=1)=CC=C(O)C=2.[CH3:39][S:40]([N:43]1[CH2:48][CH2:47][N:46]([CH2:49][CH2:50]O)[CH2:45][CH2:44]1)(=[O:42])=[O:41]>>[Br:1][C:2]1[C:3](=[O:20])[C:4]2[C:9]([C:10]=1[C:11]1[CH:12]=[C:13]([F:18])[CH:14]=[C:15]([F:17])[CH:16]=1)=[CH:8][CH:7]=[C:6]([O:19][CH2:50][CH2:49][N:46]1[CH2:47][CH2:48][N:43]([S:40]([CH3:39])(=[O:41])=[O:42])[CH2:44][CH2:45]1)[CH:5]=2. Reported procedure: The procedure of Step 6 of Example 1 was repeated except for using 2-bromo-3-(3,5-difluorophenyl)-6-hydroxy-1H-inden-1-one obtained in Step 5 of Example 36 as a starting material instead of 2-bromo-6-hydroxy-3-phenyl-1H-inden-1-one, 2-(4-(methylsulfonyl)piperazin-1-yl)ethanol instead of 4-(2-hydroxyethyl)morpholine, being stirred for 4 d, and being purified by silica gel column chromatography (CH2Cl2/EtOAc=1:2) to obtain the title compound (99%) The product is C[C@@H](CC=1C=CC=CC1)N(C)CC=2C=CC=CC2.Cl (benzphetamine hydrochloride). As a reaction SMILES: [CH3:1][C@H:2]([NH:10][CH3:11])[CH2:3][C:4]1[CH:5]=[CH:6][CH:7]=[CH:8][CH:9]=1.C(=O)([O-])[O-].[Na+].[Na+].[C:18]1([CH3:24])[CH:23]=[CH:22][CH:21]=[CH:20][CH:19]=1.C([Cl:32])C1C=CC=CC=1>O>[CH3:1][C@H:2]([N:10]([CH2:24][C:18]1[CH:19]=[CH:20][CH:21]=[CH:22][CH:23]=1)[CH3:11])[CH2:3][C:4]1[CH:5]=[CH:6][CH:7]=[CH:8][CH:9]=1.[ClH:32] |f:1.2.3,7.8|. Run in O (water). Procedure details: To a 100 ml 3-neck flask fitted with a mechanical stirrer was added 17.10 g (0.1145 moles) of methamphetamine, 14.50 g (0.1368 mole) of sodium carbonate and 10.60 g of toluene. The reaction mass was heated to 120° C. and 16.18 g (0.1265 mole) of benzyl chloride was added over 180 minutes. The reaction was continued for a total of 6.75 hr. The reaction mass was cooled and transferred to a 500 ml flask equipped with a mechanical stirrer. To this flask was added 45 ml of toluene and 90 ml of water.... The reactants are C[C@@H](CC=1C=CC=CC1)NC (methamphetamine), C([O-])([O-])=O.[Na+].[Na+] (sodium carbonate), C1(=CC=CC=C1)C (toluene), C1(=CC=CC=C1)C (toluene), C(C1=CC=CC=C1)Cl (benzyl chloride). Isolated yield 62.7%. Conditions: temperature 120 celsius.